This data is from the Open Reaction Database (ORD), a public repository of structured organic reaction records. The task is: describe an organic reaction: reactants, conditions, products, and yield Yield: 65.2%. Yields the product BrC1=C(C=CC(=C1)F)C1C(=C(NC(=N1)C=1SC=CN1)CN1[C@@H](C(OCC1)(C)C)C(=O)O)C(=O)OCC ((3S)-4-((6-(2-bromo-4-fluorophenyl)-5-(ethoxycarbonyl)-2-(thiazol-2-yl)-3,6-dihydropyrimidin-4-yl)methyl)-2,2-dimethylmorpholine-3-carboxylic acid). The reactants are BrC1=C(C=CC(=C1)F)C1N=C(NC(=C1C(=O)OCC)CBr)C=1SC=CN1 (ethyl 4-(2-bromo-4-fluorophenyl)-6-(bromomethyl)-2-(thiazol-2-yl)-1,4-dihydropyrimidine-5-carboxylate), CC1([C@H](NCCO1)C(=O)O)C ((S)-2,2-dimethylmorpholine-3-carboxylic acid), C([O-])([O-])=O.[K+].[K+] (potassium carbonate). Solvent: C(C)O (ethanol). Reported procedure: A mixture of ethyl 4-(2-bromo-4-fluorophenyl)-6-(bromomethyl)-2-(thiazol-2-yl)-1,4-dihydropyrimidine-5-carboxylate (7.7 g, 15.3 mmol), (S)-2,2-dimethylmorpholine-3-carboxylic acid (2.44 g, 15.3 mmol) and potassium carbonate (4.23 g, 30.6 mmol) in anhydrous ethanol (154 mL) was stirred at 25° C. for 16 hours. The reaction mixture was filtered and the filtrate was concentrated in vacuo. The residue was purified by a silica gel column chromatography (DCM/MeOH (V/V)=25/1) to give the title compound ... As a reaction SMILES: [Br:1][C:2]1[CH:7]=[C:6]([F:8])[CH:5]=[CH:4][C:3]=1[CH:9]1[C:14]([C:15]([O:17][CH2:18][CH3:19])=[O:16])=[C:13]([CH2:20]Br)[NH:12][C:11]([C:22]2[S:23][CH:24]=[CH:25][N:26]=2)=[N:10]1.[CH3:27][C:28]1([CH3:37])[O:33][CH2:32][CH2:31][NH:30][C@@H:29]1[C:34]([OH:36])=[O:35].C(=O)([O-])[O-].[K+].[K+]>C(O)C>[Br:1][C:2]1[CH:7]=[C:6]([F:8])[CH:5]=[CH:4][C:3]=1[CH:9]1[N:10]=[C:11]([C:22]2[S:23][CH:24]=[CH:25][N:26]=2)[NH:12][C:13]([CH2:20][N:30]2[CH2:31][CH2:32][O:33][C:28]([CH3:27])([CH3:37])[C@H:29]2[C:34]([OH:36])=[O:35])=[C:14]1[C:15]([O:17][CH2:18][CH3:19])=[O:16] |f:2.3.4|. Conditions: temperature 25 celsius, time 16 hour.